From a dataset of the Open Reaction Database (ORD), a public repository of structured organic reaction records. describe an organic reaction: reactants, conditions, products, and yield Conditions: temperature 23 celsius, time 0.5 hour. Product: [Pd].C1CC(OC1)N2C=C(C(=O)NC2=O)F (Pd TS-1). Starting materials: O (water), [Pd](Br)Br (Palladium dibromide), C1CC(OC1)N2C=C(C(=O)NC2=O)F (TS-1). Reported procedure: Palladium dibromide (0.377 g) is dissolved in 30% aqueous ammonium hydroxide (50 g) in a 250-mL flask equipped with a magnetic stir bar. Deionized water (60 g) is added to the solution, followed by addition of TS-1 (30 g, 2.12 wt. % titanium) over a 5 minute period. The slurry is stirred at 23° C. for 0.5 hr, then the solvent is removed by rotoevaporation at 55° C. The solids are dried in a vacuum oven (1 torr) at 50° C. for 4 hrs. The catalyst (Catalyst 3) analyzed for 0.5 wt % palladium, 2.1 w... Solvent: [OH-].[NH4+] (ammonium hydroxide). RXN SMILES: [Pd:1](Br)Br.O.[CH2:5]1[CH2:9][O:8][CH:7]([N:10]2[C:16](=[O:17])[NH:15][C:13](=[O:14])[C:12]([F:18])=[CH:11]2)[CH2:6]1>[OH-].[NH4+]>[Pd:1].[CH2:5]1[CH2:9][O:8][CH:7]([N:10]2[C:16](=[O:17])[NH:15][C:13](=[O:14])[C:12]([F:18])=[CH:11]2)[CH2:6]1 |f:3.4,5.6|. Starting materials: C[O-].[Na+] (sodium methoxide), FC1=C(C#N)C=CC(=C1)OCC1=C(N=C(S1)C1=CC=C(C=C1)C(F)(F)F)C (2-Fluoro-4-[4-methyl-2-(4-trifluoromethyl-phenyl)-thiazole-5-ylmethoxy]-benzonitrile), C(C)(=O)OCC (ethyl acetate). Solvent: CO (methanol). Reaction conditions: temperature 60 celsius, time 2 hour. Product: COC1=C(C#N)C=CC(=C1)OCC1=C(N=C(S1)C1=CC=C(C=C1)C(F)(F)F)C (2-Methoxy-4-[4-methyl-2-(4-trifluoromethyl-phenyl)-thiazol-5-ylmethoxy]-benzonitrile). RXN SMILES: F[C:2]1[CH:9]=[C:8]([O:10][CH2:11][C:12]2[S:16][C:15]([C:17]3[CH:22]=[CH:21][C:20]([C:23]([F:26])([F:25])[F:24])=[CH:19][CH:18]=3)=[N:14][C:13]=2[CH3:27])[CH:7]=[CH:6][C:3]=1[C:4]#[N:5].C[O-].[Na+].[C:31](OCC)(=[O:33])C>CO>[CH3:31][O:33][C:2]1[CH:9]=[C:8]([O:10][CH2:11][C:12]2[S:16][C:15]([C:17]3[CH:22]=[CH:21][C:20]([C:23]([F:26])([F:25])[F:24])=[CH:19][CH:18]=3)=[N:14][C:13]=2[CH3:27])[CH:7]=[CH:6][C:3]=1[C:4]#[N:5] |f:1.2|. Procedure: 280 mg 2-Fluoro-4-[4-methyl-2-(4-trifluoromethyl-phenyl)-thiazole-5-ylmethoxy]-benzonitrile (intermediate example 1) were dissolved in 10 ml methanol. 390 mg sodium methoxide were added and the reaction mixture stirred at a temperature of 60° C. for two hours. The cooled reaction mixture was diluted by adding 200 ml ethyl acetate and washed three times with portions of 50 ml water. The organic layer was dried over MgSO4 and the solvent removed in vacuo to provide 140 mg 2-Methoxy-4-[4-methyl-2-(... Starting materials: OC(CC(=O)[O-])C (3-hydroxybutyrate), OC(C(=O)[O-])C (hydroxypropionate), OCCCC(=O)[O-] (4-hydroxybutyrate), CC1([C@@H](N2[C@H](S1)[C@@H](C2=O)NC(=O)[C@@H](C=3C=CC=CC3)N)C(=O)O)C (ampicillin), OCCCC(=O)[O-] (4-HB), CC1([C@@H](N2[C@H](S1)[C@@H](C2=O)NC(=O)[C@@H](C=3C=CC=CC3)N)C(=O)O)C (ampicillin), C1=CC(=CC=C1[C@H]([C@@H](CO)NC(=O)C(Cl)Cl)O)[N+](=O)[O-] (chloramphenicol). Conditions: time 3 day. The product is OC(CC(=O)[O-])C.OCCC(=O)[O-].OCCCC(=O)[O-].C(C(O)C)(=O)[O-] (3 hydroxybutyrate 3-hydroxypropionate 4-hydroxybutyrate lactate). As a reaction SMILES: [OH:1][CH:2]([CH3:7])[CH2:3][C:4]([O-:6])=[O:5].[OH:8][CH:9]([CH3:13])[C:10]([O-:12])=[O:11].[OH:14][CH2:15][CH2:16][CH2:17][C:18]([O-:20])=[O:19].CC1(C)S[C@@H]2[C@H](NC([C@H](N)C3C=CC=CC=3)=O)C(=O)N2[C@H]1C(O)=O.C1C([C@@H](O)[C@H](NC(C(Cl)Cl)=O)CO)=CC=C([N+]([O-])=O)C=1>>[OH:1][CH:2]([CH3:7])[CH2:3][C:4]([O-:6])=[O:5].[OH:1][CH2:2][CH2:3][C:4]([O-:6])=[O:5].[OH:14][CH2:15][CH2:16][CH2:17][C:18]([O-:20])=[O:19].[C:10]([O-:12])(=[O:11])[CH:9]([CH3:13])[OH:8] |f:5.6.7.8|. Reported procedure: 3 hydroxybutyrate-3-hydroxypropionate-4-hydroxybutyrate-lactate tetrapolymer was prepared according to the method of example 2 except that the collected cells was anaerobically cultured for 3 days in MR medium further containing 2 g/L of 3-hydroxybutyrate (3-HB), 2 g/L of 3 hydroxypropionate (3-HP), 1 g/L of 4-hydroxybutyrate (4-HB) and 100 mg/L of ampicillin instead of MR medium further containing 2 g/L of 4-HB, 100 mg/L of ampicillin and 30 mg/L of chloramphenicol. Starting materials: ClC1=CC=C(N=N1)NNC(C(C)C=1C=C2C=CC=NC2=CC1)=O (N′-(6-chloropyridazin-3-yl)-2-(quinolin-6-yl)propanehydrazide). The solvent is C(=O)(C(F)(F)F)O (TFA). Yields the product ClC=1C=CC=2N(N1)C(=NN2)C(C)C=2C=C1C=CC=NC1=CC2 (6-(1-(6-chloro-[1,2,4]triazolo[4,3-b]pyridazin-3-yl)ethyl)quinoline). RXN SMILES: [Cl:1][C:2]1[N:7]=[N:6][C:5]([NH:8][NH:9][C:10](=O)[CH:11]([C:13]2[CH:14]=[C:15]3[C:20](=[CH:21][CH:22]=2)[N:19]=[CH:18][CH:17]=[CH:16]3)[CH3:12])=[CH:4][CH:3]=1>C(O)(C(F)(F)F)=O>[Cl:1][C:2]1[CH:3]=[CH:4][C:5]2[N:6]([C:10]([CH:11]([C:13]3[CH:14]=[C:15]4[C:20](=[CH:21][CH:22]=3)[N:19]=[CH:18][CH:17]=[CH:16]4)[CH3:12])=[N:9][N:8]=2)[N:7]=1. Procedure: A solution of N′-(6-chloropyridazin-3-yl)-2-(quinolin-6-yl)propanehydrazide (4300 mg, 13119 μmol) in TFA (40 mL) was heated to 120° C. with microwaves for 40 min. LCMS suggests very good converson. Solvents removed under reduced pressure and residue partitioned between 9:1 CHCl3/IPA (75 mL) and 1M NaOH (100 mL). Aqueous further extracted with 9:1 CHCl3/IPA (2×25 mL). Combined organics dried over MgSO4, concentrated, and oily residue dissolved in ACN/MeOH (2 mL). Resulting solid after 2 h was iso... Starting materials: ice, C(C1=CC=CC=C1)OC(=O)NCC(=O)O (N-(benzyloxycarbonyl) glycine), C(C)(C)C1NCC(N1)=O (2-isopropyl-4-imidazolidinone), C1CCC(CC1)N=C=NC2CCCCC2 (DCC). Solvent: C1CCOC1 (THF), C1CCOC1 (THF). Reaction conditions: temperature 20 celsius, time 2 hour. The product is C(C1=CC=CC=C1)OC(=O)NCC(=O)N1C(NC(C1)=O)C(C)C (1-[2-(Benzyloxycarbonylamino)acetyl]-2-isopropyl-4-imidazolidinone). Yield: 84.4%. RXN SMILES: [CH2:1]([O:8][C:9]([NH:11][CH2:12][C:13]([OH:15])=O)=[O:10])[C:2]1[CH:7]=[CH:6][CH:5]=[CH:4][CH:3]=1.[CH:16]([CH:19]1[NH:23][C:22](=[O:24])[CH2:21][NH:20]1)([CH3:18])[CH3:17].C1CCC(N=C=NC2CCCCC2)CC1>C1COCC1>[CH2:1]([O:8][C:9]([NH:11][CH2:12][C:13]([N:20]1[CH2:21][C:22](=[O:24])[NH:23][CH:19]1[CH:16]([CH3:18])[CH3:17])=[O:15])=[O:10])[C:2]1[CH:3]=[CH:4][CH:5]=[CH:6][CH:7]=1. Procedure: Into an ice-cold solution of N-(benzyloxycarbonyl) glycine (26 g) and 2-isopropyl-4-imidazolidinone (16 g) in THF (260 ml), a solution of DCC (25.4 g) in THF (100 ml) was added dropwise. After stirring for 2 hours at 20° C., the precipitate was filtered off and the filtrate was evaporated to dryness. Crystallization of the residue from 2-propanol yielded 33.5 g of the title compound, m.p. 137°-139° C. Reactants: BrCc1ccccc1, N#Cc1cccc(O)c1, CN(C)C=O, [H-], [Na+]. Yields the product N#Cc1cccc(OCc2ccccc2)c1. As a reaction SMILES: [Br:12][CH2:13][c:14]1[cH:15][cH:16][cH:17][cH:18][cH:19]1.[C:1](#[N:2])[c:3]1[cH:4][c:5]([OH:9])[cH:6][cH:7][cH:8]1.[CH3:20][N:21]([CH3:22])[CH:23]=[O:24].[H-:10].[Na+:11]>>[C:1](#[N:2])[c:3]1[cH:4][c:5]([O:9][CH2:13][c:14]2[cH:15][cH:16][cH:17][cH:18][cH:19]2)[cH:6][cH:7][cH:8]1. The reactants are Cc1n[nH]c(-c2ccc(OCc3ccc4ccccc4n3)cc2)c1-c1ccncc1, CI, CN(C)C=O, [H-], [Na+], O. Yields the product Cc1nn(C)c(-c2ccc(OCc3ccc4ccccc4n3)cc2)c1-c1ccncc1. Reaction SMILES: [CH3:1][c:2]1[n:3][nH:4][c:5](-[c:13]2[cH:14][cH:15][c:16]([O:17][CH2:18][c:19]3[n:20][c:21]4[cH:22][cH:23][cH:24][cH:25][c:26]4[cH:27][cH:28]3)[cH:29][cH:30]2)[c:6]1-[c:7]1[cH:8][cH:9][n:10][cH:11][cH:12]1.[CH3:33][I:34].[CH3:36][N:37]([CH3:38])[CH:39]=[O:40].[H-:31].[Na+:32].[OH2:35]>>[CH3:1][c:2]1[n:3][n:4]([CH3:33])[c:5](-[c:13]2[cH:14][cH:15][c:16]([O:17][CH2:18][c:19]3[n:20][c:21]4[cH:22][cH:23][cH:24][cH:25][c:26]4[cH:27][cH:28]3)[cH:29][cH:30]2)[c:6]1-[c:7]1[cH:8][cH:9][n:10][cH:11][cH:12]1.